Dataset: the Open Reaction Database (ORD), a public repository of structured organic reaction records. Task: describe an organic reaction: reactants, conditions, products, and yield Reactants: C1(CC1)S(=O)(=O)C1=CC=C(C=C1)C(C(=O)NC=1SC(=CN1)C=O)CC1CCOCC1 (2-(4-cyclopropanesulfonylphenyl)-N-(5-formylthiazol-2-yl)-3-(tetrahydropyran-4-yl)propionamide), NO.Cl (H2NOH.HCl), CC(=O)OC(=O)C (Ac2O). Solvent: N1=CC=CC=C1 (pyridine). Run at temperature 20 celsius, time 3 hour. The product is C(#N)C1=CN=C(S1)NC(C(CC1CCOCC1)C1=CC=C(C=C1)S(=O)(=O)C1CC1)=O (N-(5-Cyanothiazol-2-yl)-2-(4-cyclopropanesulfonylphenyl)-3-(tetrahydropyran-4-yl)propionamide). Reaction SMILES: [CH:1]1([S:4]([C:7]2[CH:12]=[CH:11][C:10]([CH:13]([CH2:24][CH:25]3[CH2:30][CH2:29][O:28][CH2:27][CH2:26]3)[C:14]([NH:16][C:17]3[S:18][C:19]([CH:22]=O)=[CH:20][N:21]=3)=[O:15])=[CH:9][CH:8]=2)(=[O:6])=[O:5])[CH2:3][CH2:2]1.[NH2:31]O.Cl.CC(OC(C)=O)=O>N1C=CC=CC=1>[C:22]([C:19]1[S:18][C:17]([NH:16][C:14](=[O:15])[CH:13]([C:10]2[CH:11]=[CH:12][C:7]([S:4]([CH:1]3[CH2:3][CH2:2]3)(=[O:5])=[O:6])=[CH:8][CH:9]=2)[CH2:24][CH:25]2[CH2:30][CH2:29][O:28][CH2:27][CH2:26]2)=[N:21][CH:20]=1)#[N:31] |f:1.2|. Procedure details: A stirred solution of 2-(4-cyclopropanesulfonylphenyl)-N-(5-formylthiazol-2-yl)-3-(tetrahydropyran-4-yl)propionamide (EXAMPLE 86, 369 mg, 0.82 mmol) in pyridine (1.53 mL) was treated with H2NOH.HCl (63 mg, 0.91 mmol) at 0° C. The mixture was stirred at 20° C. for 3 h, before being warmed up to 60° C. and treated with Ac2O (155 μL, 1.65 mmol). After 3 h, the mixture was cooled to 20° C., before being concentrated in vacuo and treated with CH2Cl2 (6 mL) and H2O (6 mL). The aqueous phase was acidif...